This data is from the Open Reaction Database (ORD), a public repository of structured organic reaction records. The task is: describe an organic reaction: reactants, conditions, products, and yield Reactants: C1CCOC1, CI, [H-], [H][H], [Na+], OC1(C#CCOC2CCCCO2)CCOCC1. Product: COC1(C#CCOC2CCCCO2)CCOCC1. As a reaction SMILES: [CH2:24]1[O:25][CH2:26][CH2:27][CH2:28]1.[CH3:22][I:23].[H-:1].[H:20][H:21].[Na+:2].[OH:3][C:4]1([C:10]#[C:11][CH2:12][O:13][CH:14]2[O:15][CH2:16][CH2:17][CH2:18][CH2:19]2)[CH2:5][CH2:6][O:7][CH2:8][CH2:9]1>>[O:3]([C:4]1([C:10]#[C:11][CH2:12][O:13][CH:14]2[O:15][CH2:16][CH2:17][CH2:18][CH2:19]2)[CH2:5][CH2:6][O:7][CH2:8][CH2:9]1)[CH3:22]. Starting materials: BrC1=C(OC2CCN(CC2)C(=O)OC(C)(C)C)C=CC(=C1)[N+](=O)[O-] (tert-Butyl 4-(2-bromo-4-nitrophenoxy)piperidine-1-carboxylate), FC(C(=O)O)(F)F (trifluoroacetic acid). The solvent is ClCCl (dichloromethane). Reaction conditions: time 3 hour. Product: BrC1=C(OC2CCNCC2)C=CC(=C1)[N+](=O)[O-] (4-(2-Bromo-4-nitrophenoxy)piperidine). Yield: 89.8%. As a reaction SMILES: [Br:1][C:2]1[CH:21]=[C:20]([N+:22]([O-:24])=[O:23])[CH:19]=[CH:18][C:3]=1[O:4][CH:5]1[CH2:10][CH2:9][N:8](C(OC(C)(C)C)=O)[CH2:7][CH2:6]1.FC(F)(F)C(O)=O>ClCCl>[Br:1][C:2]1[CH:21]=[C:20]([N+:22]([O-:24])=[O:23])[CH:19]=[CH:18][C:3]=1[O:4][CH:5]1[CH2:6][CH2:7][NH:8][CH2:9][CH2:10]1. Procedure details: tert-Butyl 4-(2-bromo-4-nitrophenoxy)piperidine-1-carboxylate (12.21 mmol, 4.9 g) was dissolved in dichloromethane (40 mL) and trifluoroacetic acid (73.3 mmol, 8.35 g) added. The mixture was stirred at room temperature for 3 hours before concentrating under reduced pressure. The resulting residue was dissolved in dichloromethane (150 mL) and washed with a saturated solution of sodium bicarbonate (3×50 mL). The organic phase was dried over magnesium sulfate, filtered and concentrated under reduce... Starting materials: Cl.C[C@@H]1CC[C@H](CC1)N (trans-4-methylcyclohexylamine hydrochloride), C(C)(C)N(C(C)C)CC (N,N-diisopropylethylamine), N1=CC=C(C2=CC=CC=C12)C(=O)O (quinoline-4-carboxylic acid), C(=O)(N1C=NC=C1)N1C=NC=C1 (1,1′-carbonyldiimidazole). Run in CN(C=O)C (dimethylformamide), C(Cl)(Cl)Cl (chloroform). Reaction conditions: temperature 50 celsius. Yields the product C[C@@H]1CC[C@H](CC1)NC(=O)C1=CC=NC2=CC=CC=C12 (N-(trans-4-methylcyclohexyl)quinoline-4-carboxamide). The yield is 58.1%. As a reaction SMILES: [N:1]1[C:10]2[C:5](=[CH:6][CH:7]=[CH:8][CH:9]=2)[C:4]([C:11]([OH:13])=O)=[CH:3][CH:2]=1.C(N1C=CN=C1)(N1C=CN=C1)=O.Cl.[CH3:27][C@H:28]1[CH2:33][CH2:32][C@H:31]([NH2:34])[CH2:30][CH2:29]1.C(N(CC)C(C)C)(C)C>CN(C)C=O.C(Cl)(Cl)Cl>[CH3:27][C@H:28]1[CH2:33][CH2:32][C@H:31]([NH:34][C:11]([C:4]2[C:5]3[C:10](=[CH:9][CH:8]=[CH:7][CH:6]=3)[N:1]=[CH:2][CH:3]=2)=[O:13])[CH2:30][CH2:29]1 |f:2.3|. Procedure: A solution of quinoline-4-carboxylic acid (173 mg, 1 mmol), and 1,1′-carbonyldiimidazole (162 mg, 1 mmol) in dimethylformamide (2 mL) was heated at 50° C. for 1 hour. After this time, trans-4-methylcyclohexylamine hydrochloride (150 mg, 1 mmol), and N,N-diisopropylethylamine (0.262 mL, 1.5 mmol) were added and the mixture heated at 50° C. for 16 hours. The reaction mixture was cooled, and diluted with chloroform (10 mL). The organic solution was washed with water (3×10 mL), 1 N NaOH (10 mL), bri... Reactants: Cl (Hydrogen chloride), FC1(C2(CC2)CCN(C1)C(=O)OC(C)(C)C)F (tert-butyl 4,4-difluoro-6-azaspiro[2.5]octane-6-carboxylate). The solvent is C(C)O (ethanol). Product: Cl.FC1(C2(CC2)CCNC1)F (4,4-Difluoro-6-azaspiro[2.5]octane hydrochloride). Isolated yield 92.1%. RXN SMILES: [ClH:1].[F:2][C:3]1([F:18])[CH2:10][N:9](C(OC(C)(C)C)=O)[CH2:8][CH2:7][C:4]21[CH2:6][CH2:5]2>C(O)C>[ClH:1].[F:2][C:3]1([F:18])[CH2:10][NH:9][CH2:8][CH2:7][C:4]21[CH2:6][CH2:5]2 |f:3.4|. Procedure details: Hydrogen chloride (4 M in dioxane, 3.29 ml, 13.2 mmol) was added to a solution of tert-butyl 4,4-difluoro-6-azaspiro[2.5]octane-6-carboxylate (592 mg, 2.39 mmol) in ethanol (0.5 ml). The solvents were evaporated to give a white solid. The solid residue was washed with tert-butylmethylether to afford the title compound (404 mg, 92%).White solid, MS: 148.2 (M+H)+. Reported procedure: To a solution of 2-methyl-1,3,4-thiadiazole-5-thiol (2.64 g : 20 mMol.) in dimethylformamide (40 ml) is added under ice cooling sodium hydride (880 mg : 60% dispersion in oil: 1.1 equivalents : 22 mMol.) in portions, and the mixture is stirred for 10 minutes. To the resulting solution is added bromochloromethane (40 ml), and the mixture is stirred at the same temperature for another 1 hour and 30 minutes. The reaction mixture is diluted with water and extracted with ethyl acetate. The extract is... As a reaction SMILES: [CH3:1][C:2]1[S:3][C:4]([SH:7])=[N:5][N:6]=1.[H-].[Na+].Br[CH2:11][Cl:12]>CN(C)C=O.O>[Cl:12][CH2:11][S:7][C:4]1[S:3][C:2]([CH3:1])=[N:6][N:5]=1 |f:1.2|. Run at time 10 minute. The solvent is O (water), CN(C=O)C (dimethylformamide). Yields the product ClCSC1=NN=C(S1)C (5-chloromethylthio-2-methyl-1,3,4-thiadiazole). Starting materials: [H-].[Na+] (sodium hydride), CC=1SC(=NN1)S (2-methyl-1,3,4-thiadiazole-5-thiol), BrCCl (bromochloromethane). Yield: 91.0%.